This data is from the Open Reaction Database (ORD), a public repository of structured organic reaction records. The task is: describe an organic reaction: reactants, conditions, products, and yield Reactants: CC=1NC(=CC1C)C(=O)OCC (2,3-dimethyl-5-carbethoxy-pyrrole), C(C(C)C)=O (isobutyraldehyde). The solvent is O (water). The product is CC=1NC(=C(C1C)CC(C)C)C(=O)OCC (2,3-Dimethyl-4-isobutyl-5-carbethoxy-pyrrole). RXN SMILES: [CH3:1][C:2]1[NH:3][C:4]([C:8]([O:10][CH2:11][CH3:12])=[O:9])=[CH:5][C:6]=1[CH3:7].[CH:13](=O)[CH:14]([CH3:16])[CH3:15]>O>[CH3:1][C:2]1[NH:3][C:4]([C:8]([O:10][CH2:11][CH3:12])=[O:9])=[C:5]([CH2:13][CH:14]([CH3:16])[CH3:15])[C:6]=1[CH3:7]. Procedure: As in Example 32 but using 2,3-dimethyl-5-carbethoxy-pyrrole and isobutyraldehyde, pouring the mixture into water after 3 hrs and extracting the product from the alkaline mixture with ether. It was distilled (70°, 1 × 10-4 mm) and crystallized from pentane as colourless prisms (45%), m.p. 109°-111°. Anal. Calc. for C13H21NO2 : C, 69.92; H, 9.48; N, 6.27. Found: C, 70.23; H, 9.79; N, 6.27. The reactants are C(C)(=O)O[C@@H]1[C@H](O[C@H]([C@@H]([C@H]1OC(C)=O)OC(C)=O)C1=CC(=C(C=C1)Cl)CC1=CC=C(C=C1)O)COC(C)=O ((2R,3R,4R,5S,65)-2-(Acetoxymethyl)-6-(4-chloro-3-(4-hydroxybenzyl)phenyl)tetrahydro-2H-pyran-3,4,5-triyl triacetate), BrCCO[Si](C)(C)C(C)(C)C ((2-bromoethoxy)(tert-butyl)dimethylsilane), C([O-])([O-])=O.[Cs+].[Cs+] (cesium carbonate). The solvent is CN(C)C=O (DMF), C(C)(=O)OCC (ethyl acetate). Reaction conditions: time 36 hour. The product is C(C)(=O)O[C@@H]1[C@H](O[C@H]([C@@H]([C@H]1OC(C)=O)OC(C)=O)C1=CC(=C(C=C1)Cl)CC1=CC=C(C=C1)OCCO[Si](C)(C)C(C)(C)C)COC(C)=O ((2R,3R,4R,5S,6S)-2-(acetoxymethyl)-6-(3-(4-(2-((tert-butyldimethyl silyl)oxy)ethoxy)benzyl)-4-chlorophenyl)tetrahydro-2H-pyran-3,4,5-triyl triacetate). Isolated yield 60.9%. Reaction SMILES: [C:1]([O:4][C@H:5]1[C@H:10]([O:11][C:12](=[O:14])[CH3:13])[C@@H:9]([O:15][C:16](=[O:18])[CH3:17])[C@H:8]([C:19]2[CH:24]=[CH:23][C:22]([Cl:25])=[C:21]([CH2:26][C:27]3[CH:32]=[CH:31][C:30]([OH:33])=[CH:29][CH:28]=3)[CH:20]=2)[O:7][C@@H:6]1[CH2:34][O:35][C:36](=[O:38])[CH3:37])(=[O:3])[CH3:2].Br[CH2:40][CH2:41][O:42][Si:43]([C:46]([CH3:49])([CH3:48])[CH3:47])([CH3:45])[CH3:44].C(=O)([O-])[O-].[Cs+].[Cs+]>CN(C=O)C.C(OCC)(=O)C>[C:1]([O:4][C@H:5]1[C@H:10]([O:11][C:12](=[O:14])[CH3:13])[C@@H:9]([O:15][C:16](=[O:18])[CH3:17])[C@H:8]([C:19]2[CH:24]=[CH:23][C:22]([Cl:25])=[C:21]([CH2:26][C:27]3[CH:28]=[CH:29][C:30]([O:33][CH2:40][CH2:41][O:42][Si:43]([C:46]([CH3:49])([CH3:48])[CH3:47])([CH3:45])[CH3:44])=[CH:31][CH:32]=3)[CH:20]=2)[O:7][C@@H:6]1[CH2:34][O:35][C:36](=[O:38])[CH3:37])(=[O:3])[CH3:2] |f:2.3.4|. Reported procedure: To a solution of (2R,3R,4R,5S,65)-2-(Acetoxymethyl)-6-(4-chloro-3-(4-hydroxybenzyl)phenyl)tetrahydro-2H-pyran-3,4,5-triyl triacetate (500 mg, 0.91 mmol) in dry DMF (10 mL), was added (2-bromoethoxy)(tert-butyl)dimethylsilane (436 mg, 1.82 mmol) and cesium carbonate (890 mg, 2.73 mmol). The reaction was stirred at r.t. for 36 h. After completion of reaction, as confirmed by TLC, the reaction mixture was diluted with ethyl acetate (150 mL) and washed with water (3×10 mL). The organic layer was dri... Starting materials: ClC1=NC=2N(C(=C1)NC1CC1)N=CC2C=O (5-chloro-7-(cyclopropylamino)pyrazolo[1,5-a]pyrimidine-3-carbaldehyde), C[S-].[Na+] (sodium thiomethoxide), O (water). Run in CN(C=O)C (dimethylformamide). Reaction conditions: temperature 80 celsius, time 15 minute. Product: C1(CC1)NC1=CC(=NC=2N1N=CC2C=O)SC (7-(cyclopropylamino)-5-(methylthio)pyrazolo[1,5-a]pyrimidine-3-carbaldehyde). Yield: 85.9%. As a reaction SMILES: Cl[C:2]1[CH:7]=[C:6]([NH:8][CH:9]2[CH2:11][CH2:10]2)[N:5]2[N:12]=[CH:13][C:14]([CH:15]=[O:16])=[C:4]2[N:3]=1.[CH3:17][S-:18].[Na+].O>CN(C)C=O>[CH:9]1([NH:8][C:6]2[N:5]3[N:12]=[CH:13][C:14]([CH:15]=[O:16])=[C:4]3[N:3]=[C:2]([S:18][CH3:17])[CH:7]=2)[CH2:11][CH2:10]1 |f:1.2|. Procedure: To 5-chloro-7-(cyclopropylamino)pyrazolo[1,5-a]pyrimidine-3-carbaldehyde (4.0 g, 16.87 mmol) in dimethylformamide was added sodium thiomethoxide (3.54 g, 50.5 mmol) and the reaction mixture was heated to 80° C. for 2 hrs. Cooled the reaction mixture, added water, stirred for 15 minutes and filtered white precipitate, dried to yield 7-(cyclopropylamino)-5-(methylthio)pyrazolo[1,5-a]pyrimidine-3-carbaldehyde (3.60 g, 86% yield). LCMS (M+1=249) The reactants are NC1=C(C(=O)O)C=CC=N1 (2-Amino-nicotinic acid), C([O-])(O)=O.[Na+] (sodium bicarbonate). Run in CO (methanol), S(O)(O)(=O)=O (sulfuric acid). Yields the product COC(C1=C(N=CC=C1)N)=O (2-Amino-nicotinic acid methyl ester). Isolated yield 48.0%. Reaction SMILES: [NH2:1][C:2]1[N:10]=[CH:9][CH:8]=[CH:7][C:3]=1[C:4]([OH:6])=[O:5].[C:11](=O)(O)[O-].[Na+]>CO.S(=O)(=O)(O)O>[CH3:11][O:5][C:4](=[O:6])[C:3]1[CH:7]=[CH:8][CH:9]=[N:10][C:2]=1[NH2:1] |f:1.2|. Reported procedure: 2-Amino-nicotinic acid (10.0 g, 72.4 mmol) was dissolved in a mixed solution of methanol (200 mL) and sulfuric acid (10 mL), and the solution was stirred under reflux for 35 hours. A saturated aqueous solution of sodium bicarbonate was added to the reaction solution at 0° C., which was extracted with ethyl acetate, the organic layer was washed with brine and dried over anhydrous magnesium sulfate. The solvent was evaporated in vacuo, the residue was purified by NH silica gel column chromatograph... Starting materials: C[C@@H]1CN(C[C@@H](N1)C)CCCN1C2=CC=CC=C2C=2C=CC=CC12 (cis-9-[3-(3,5-dimethyl-1-piperazinyl)propyl]carbazole), S(O)(O)(=O)=O (sulfuric acid). Run in CC(=O)C (acetone), O (water). Product: O.S(=O)(=O)(O)O.C[C@@H]1CN(C[C@@H](N1)C)CCCN1C2=CC=CC=C2C=2C=CC=CC12 (cis-9-[3-(3,5-dimethyl-1-piperazinyl)propyl]carbazole sulfate monohydrate). Isolated yield 189.6%. RXN SMILES: [CH3:1][C@H:2]1[NH:7][C@@H:6]([CH3:8])[CH2:5][N:4]([CH2:9][CH2:10][CH2:11][N:12]2[C:24]3[CH:23]=[CH:22][CH:21]=[CH:20][C:19]=3[C:18]3[C:13]2=[CH:14][CH:15]=[CH:16][CH:17]=3)[CH2:3]1.[S:25](=[O:29])(=[O:28])([OH:27])[OH:26]>CC(C)=O.O>[OH2:26].[S:25]([OH:29])([OH:28])(=[O:27])=[O:26].[CH3:1][C@H:2]1[NH:7][C@@H:6]([CH3:8])[CH2:5][N:4]([CH2:9][CH2:10][CH2:11][N:12]2[C:13]3[CH:14]=[CH:15][CH:16]=[CH:17][C:18]=3[C:19]3[C:24]2=[CH:23][CH:22]=[CH:21][CH:20]=3)[CH2:3]1 |f:4.5.6|. Procedure: To the cis-9-[3-(3,5-dimethyl-1-piperazinyl)propyl]carbazole (10 g) of Example 4 dissolved in warm acetone (100 ml) was slowly added with stirring a solution of sulfuric acid (3.05 g) in water (5 ml), causing immediate precipitation. The slurry was stirred at reflux for 10 min. and then cooled to 20°. The product was collected by filtration and washed with acetone (20 ml). It was reslurried in water (70 ml), filtered, washed with acetone (40 ml) and dried under reduced pressured to give cis-9-[3... The product is OCCN(C)CC1=CC=C(C=C1)C1=CC(=CC=C1)CN(C(CNC(OC(C)(C)C)=O)=O)C (tert-butyl (2-{[(4′-{[(2-hydroxyethyl)(methyl)amino]methyl}biphenyl-3-yl)methyl](methyl)amino}-2-oxoethyl)carbamate). RXN SMILES: [CH3:1][NH:2][CH2:3][CH2:4][OH:5].C(O[BH-](OC(=O)C)OC(=O)C)(=O)C.[Na+].C(O)(=O)C.[CH:24]([C:26]1[CH:31]=[CH:30][C:29]([C:32]2[CH:37]=[CH:36][CH:35]=[C:34]([CH2:38][N:39]([CH3:51])[C:40](=[O:50])[CH2:41][NH:42][C:43](=[O:49])[O:44][C:45]([CH3:48])([CH3:47])[CH3:46])[CH:33]=2)=[CH:28][CH:27]=1)=O>C(Cl)(Cl)Cl.ClCCl>[OH:5][CH2:4][CH2:3][N:2]([CH2:24][C:26]1[CH:31]=[CH:30][C:29]([C:32]2[CH:37]=[CH:36][CH:35]=[C:34]([CH2:38][N:39]([CH3:51])[C:40](=[O:50])[CH2:41][NH:42][C:43](=[O:49])[O:44][C:45]([CH3:48])([CH3:46])[CH3:47])[CH:33]=2)=[CH:28][CH:27]=1)[CH3:1] |f:1.2|. Reactants: C(=O)C1=CC=C(C=C1)C1=CC(=CC=C1)CN(C(CNC(OC(C)(C)C)=O)=O)C (tert-butyl (2-{[(4′-formylbiphenyl-3-yl)methyl](methyl)amino}-2-oxoethyl)carbamate), CNCCO (2-(methylamino)ethanol), C(C)(=O)O[BH-](OC(C)=O)OC(C)=O.[Na+] (sodium triacetoxyborohydride), C(C)(=O)O (acetic acid). Run at time 5 hour. The solvent is ClCCl (dichloromethane), C(Cl)(Cl)Cl (CHCl3). Procedure details: To a mixture of 2-(methylamino)ethanol (41 mg), sodium triacetoxyborohydride (166 mg), acetic acid (9 mg), and dichloromethane (4 ml) was added tert-butyl (2-{[(4′-formylbiphenyl-3-yl)methyl](methyl)amino}-2-oxoethyl)carbamate (200 mg), followed by stirring for 5 hours. To the reaction mixture was added CHCl3-saturated aqueous sodium hydrogen carbonate solution, the organic layer was dried over Na2SO4, and then the solvent was evaporated. The obtained residue was purified by silica gel column ch... Isolated yield 99.6%.